From a dataset of the Open Reaction Database (ORD), a public repository of structured organic reaction records. describe an organic reaction: reactants, conditions, products, and yield The reactants are C1(=CC=CC=C1)C#C (Phenylacetylene), FC(C(=O)OCC)(F)F (Ethyl trifluoroacetate), C(CCC)[Li] (n-butyllithium), CCCCCC (hexane), [Cl-].[NH4+] (Ammonium chloride). Run in O (water), C1CCOC1 (THF). Reaction conditions: temperature 0 celsius, time 2 hour. The product is FC(C(C#CC1=CC=CC=C1)=O)(F)F (1,1,1-Trifluoro-4-phenyl-but-3-yn-2-one). Reaction SMILES: [C:1]1([C:7]#[CH:8])[CH:6]=[CH:5][CH:4]=[CH:3][CH:2]=1.C([Li])CCC.CCCCCC.[F:20][C:21]([F:28])([F:27])[C:22](OCC)=[O:23].[Cl-].[NH4+]>O.C1COCC1>[F:20][C:21]([F:28])([F:27])[C:22](=[O:23])[C:8]#[C:7][C:1]1[CH:6]=[CH:5][CH:4]=[CH:3][CH:2]=1 |f:4.5|. Reported procedure: Phenylacetylene (10.8 mL, 0.098 mole) was added into a 3-Neck round bottom flask under an atmosphere of Nitrogen. THF (100 mL) was added and the reaction was stirred and cooled to 0° C. 2.5 M n-butyllithium in hexane (36 mL, 0.089 mole) was added via syringe at 0° C. over 30 min. The reaction was stirred at 0° C. for 30 minutes. Ethyl trifluoroacetate (5.31 mL, 0.045 mole) was added via syringe at −60 to −50° C. over 10 minutes. The reaction was stirred at −70° C. for 1 h. Ammonium chloride 28% ... Starting materials: CC(=O)N1c2ccc(N)cc2C(C)(c2ccccc2)CC1(C)C, CCN(C(C)C)C(C)C, O=C(Cl)c1ccc([N+](=O)[O-])cc1, C1CCOC1. The product is CC(=O)N1c2ccc(NC(=O)c3ccc([N+](=O)[O-])cc3)cc2C(C)(c2ccccc2)CC1(C)C. Reaction SMILES: [C:1]([CH3:2])(=[O:3])[N:4]1[C:5]([CH3:22])([CH3:23])[CH2:6][C:7]([CH3:15])([c:16]2[cH:17][cH:18][cH:19][cH:20][cH:21]2)[c:8]2[cH:9][c:10]([NH2:14])[cH:11][cH:12][c:13]21.[CH:36]([N:37]([CH2:38][CH3:39])[CH:40]([CH3:41])[CH3:42])([CH3:43])[CH3:44].[N+:24](=[O:25])([O-:26])[c:27]1[cH:28][cH:29][c:30]([C:31](=[O:32])[Cl:33])[cH:34][cH:35]1.[O:45]1[CH2:46][CH2:47][CH2:48][CH2:49]1>>[C:1]([CH3:2])(=[O:3])[N:4]1[C:5]([CH3:22])([CH3:23])[CH2:6][C:7]([CH3:15])([c:16]2[cH:17][cH:18][cH:19][cH:20][cH:21]2)[c:8]2[cH:9][c:10]([NH:14][C:31]([c:30]3[cH:29][cH:28][c:27]([N+:24](=[O:25])[O-:26])[cH:35][cH:34]3)=[O:32])[cH:11][cH:12][c:13]21. Reactants: C(C)(=O)[O-].[K+] (potassium acetate), BrCCCCOC=1C(=CC=C2C(=CC(OC12)=O)NC1=C(C=NC=C1Cl)Cl)OC (8-(4-bromobutoxy)-4-(3,5-dichloropyridin-4-ylamino)-7-methoxy-2H-chromen-2-one). Product: C(C)(=O)OCCCCOC=1C(=CC=C2C(=CC(OC12)=O)NC1=C(C=NC=C1Cl)Cl)OC (4-(4-(3,5-Dichloropyridin-4-ylamino)-7-methoxy-2-oxo-2H-chromen-8-yloxy)butyl acetate). Reaction SMILES: [C:1]([O-:4])(=[O:3])[CH3:2].[K+].Br[CH2:7][CH2:8][CH2:9][CH2:10][O:11][C:12]1[C:13]([O:32][CH3:33])=[CH:14][CH:15]=[C:16]2[C:21]=1[O:20][C:19](=[O:22])[CH:18]=[C:17]2[NH:23][C:24]1[C:29]([Cl:30])=[CH:28][N:27]=[CH:26][C:25]=1[Cl:31]>>[C:1]([O:4][CH2:7][CH2:8][CH2:9][CH2:10][O:11][C:12]1[C:13]([O:32][CH3:33])=[CH:14][CH:15]=[C:16]2[C:21]=1[O:20][C:19](=[O:22])[CH:18]=[C:17]2[NH:23][C:24]1[C:25]([Cl:31])=[CH:26][N:27]=[CH:28][C:29]=1[Cl:30])(=[O:3])[CH3:2] |f:0.1|. Procedure details: The title compound can be prepared from potassium acetate and 8-(4-bromobutoxy)-4-(3,5-dichloropyridin-4-ylamino)-7-methoxy-2H-chromen-2-one (Example 25) following the procedure outlined in Example 52. 1H NMR (400 MHz, CD3OD): δ 8.70 (s, 2H), 7.84 (d, 1H), 7.16 (d, 1H), 4.77 (s, 1H), 4.16 (t, 2H), 4.11 (t, 2H), 3.98 (s, 3H), 2.02 (s, 3H), 1.91 (m, 2H), 1.84 (m, 2H); MS (ESI): 466.9. Starting materials: ClC(=O)N1[C@H](CN(C[C@H]1C)C(=O)OC(C)(C)C)C (cis 1-chlorocarbonyl-2,6-dimethyl-4-tert-butoxycarbonylpiperazine), CC1=C(CO)C=CC(=C1)C (2,4-dimethylbenzyl alcohol). Yields the product Cl.C[C@@H]1N([C@@H](CNC1)C)C(=O)OCC1=C(C=C(C=C1)C)C (2,4-Dimethylbenzyl cis-2,6-dimethylpiperazine-1-carboxylate hydrochloride), product. Isolated yield 44.0%. RXN SMILES: [Cl:1][C:2]([N:4]1[C@H:9]([CH3:10])[CH2:8][N:7](C(OC(C)(C)C)=O)[CH2:6][C@@H:5]1[CH3:18])=[O:3].[CH3:19][C:20]1[CH:27]=[C:26]([CH3:28])[CH:25]=[CH:24][C:21]=1[CH2:22][OH:23]>>[ClH:1].[CH3:18][C@H:5]1[CH2:6][NH:7][CH2:8][C@@H:9]([CH3:10])[N:4]1[C:2]([O:23][CH2:22][C:21]1[CH:24]=[CH:25][C:26]([CH3:28])=[CH:27][C:20]=1[CH3:19])=[O:3] |f:2.3|. Procedure details: 2,4-Dimethylbenzyl cis-2,6-dimethylpiperazine-1-carboxylate hydrochloride was prepared from cis 1-chlorocarbonyl-2,6-dimethyl-4-tert-butoxycarbonylpiperazine and 2,4-dimethylbenzyl alcohol according to the methods described for Examples 52 and 54 to give the product as a hygroscopic white solid (0.1384 g, 44% overall); (Found: C, 60.9; H, 8.1; N, 8.9%. C16H24N2O2.HCl.0.25H2O requires C, 60.6; H, 8.1; N, 8.8%); δH (400 MHz, DMSO-d6) 9.53 (2H, br), 7.19 (1H, d, J 7.6 Hz), 7.03 (1H, s), 6.99 (1H, d... The reactants are Cl.O\N=C(/C(=O)OCC)\C=1N=C(SC1)NC(C1=CC=CC=C1)(C1=CC=CC=C1)C1=CC=CC=C1 (Ethyl (Z)-2-(hydroxyimino)-2-(2-tritylaminothiazol-4-yl)acetate hydrochloride), BrCC(C)C (1-bromo-2-methylpropane). Solvent: C(Cl)(Cl)Cl (CHCl3). Product: CC(CO\N=C(/C(=O)OCC)\C=1N=C(SC1)NC(C1=CC=CC=C1)(C1=CC=CC=C1)C1=CC=CC=C1)C (Ethyl (Z)-2-(2-methylpropyloxyimino)-2-(2-tritylaminothiazol-4-yl)acetate). Reaction SMILES: Cl.[OH:2]/[N:3]=[C:4](/[C:10]1[N:11]=[C:12]([NH:15][C:16]([C:29]2[CH:34]=[CH:33][CH:32]=[CH:31][CH:30]=2)([C:23]2[CH:28]=[CH:27][CH:26]=[CH:25][CH:24]=2)[C:17]2[CH:22]=[CH:21][CH:20]=[CH:19][CH:18]=2)[S:13][CH:14]=1)\[C:5]([O:7][CH2:8][CH3:9])=[O:6].Br[CH2:36][CH:37]([CH3:39])[CH3:38]>C(Cl)(Cl)Cl>[CH3:36][CH:37]([CH3:39])[CH2:38][O:2]/[N:3]=[C:4](/[C:10]1[N:11]=[C:12]([NH:15][C:16]([C:29]2[CH:30]=[CH:31][CH:32]=[CH:33][CH:34]=2)([C:23]2[CH:24]=[CH:25][CH:26]=[CH:27][CH:28]=2)[C:17]2[CH:22]=[CH:21][CH:20]=[CH:19][CH:18]=2)[S:13][CH:14]=1)\[C:5]([O:7][CH2:8][CH3:9])=[O:6] |f:0.1|. Procedure: Ethyl (Z)-2-(hydroxyimino)-2-(2-tritylaminothiazol-4-yl)acetate hydrochloride (1 g) was alkylated with 1-bromo-2-methylpropane (0.48 ml) as described in Example 5a to give the title compound (0.8 g), νmax (CHCl3) 3400, 2960, 1725, 1520 and 1025 cm-1 m; δH (CDCl3) 1.09 (6H, d, J 7 Hz), 1.30 (3H, t), 1.90 (1H, m), 3.95 (2H, d, J 7 Hz), 4.30 (2H, q), 6.42 (1H, s), 6.93 (1H, br.s), 7.22 (15H, m). [Mass spectrum: +ve ion (3NOBA) MH+ (514)].